Dataset: the Open Reaction Database (ORD), a public repository of structured organic reaction records. Task: describe an organic reaction: reactants, conditions, products, and yield Starting materials: CN1N=C(N=N1)C1=CC(=C(OCCCC(O)C=2N(C=CN2)C)C(=C1)C)C (2-[4-[4-(2-methyl-tetrazol-5-yl)-2,6-dimethylphenoxy]-1-hydroxy-butyl]-1-methylimidazole), ClC(=S)OC1=CC=CC=C1 (phenyl chlorothioformate). The reagents and catalysts are CN(C)C=1C=CN=CC1 (DMAP). The solvent is C(C)#N (acetonitrile). Yields the product CN1N=C(N=N1)C1=CC(=C(OCCCC(OC(=S)OC2=CC=CC=C2)C=2N(C=CN2)C)C(=C1)C)C (2-[4-[4-(2-methyl-tetrazol-5-yl)-2,6-dimethylphenoxyl]-1-phenoxythiocarbonyloxy-butyl]-1-methylimidazole). Isolated yield 78.5%. Reaction SMILES: [CH3:1][N:2]1[N:6]=[N:5][C:4]([C:7]2[CH:24]=[C:23]([CH3:25])[C:10]([O:11][CH2:12][CH2:13][CH2:14][CH:15]([C:17]3[N:18]([CH3:22])[CH:19]=[CH:20][N:21]=3)[OH:16])=[C:9]([CH3:26])[CH:8]=2)=[N:3]1.Cl[C:28]([O:30][C:31]1[CH:36]=[CH:35][CH:34]=[CH:33][CH:32]=1)=[S:29]>C(#N)C.CN(C1C=CN=CC=1)C>[CH3:1][N:2]1[N:6]=[N:5][C:4]([C:7]2[CH:8]=[C:9]([CH3:26])[C:10]([O:11][CH2:12][CH2:13][CH2:14][CH:15]([C:17]3[N:18]([CH3:22])[CH:19]=[CH:20][N:21]=3)[O:16][C:28]([O:30][C:31]3[CH:36]=[CH:35][CH:34]=[CH:33][CH:32]=3)=[S:29])=[C:23]([CH3:25])[CH:24]=2)=[N:3]1. Procedure: To a solution of 2-[4-[4-(2-methyl-tetrazol-5-yl)-2,6-dimethylphenoxy]-1-hydroxy-butyl]-1-methylimidazole (690 mg, 1.94 mmol) in 30 ml of acetonitrile was added at 20° C. 473 mg (3.88 mmol) of DMAP and 403 mg (2.33 mmol) of phenyl chlorothioformate, and the mixture was stirred at 20° C. for 3 h. The solvent was concentrated in vacuo and the residue was partitioned between methylene chloride and an aqueous sodium bicarbonate solution. The organic layer was dried over sodium sulfate and concentrat...